This data is from the Open Reaction Database (ORD), a public repository of structured organic reaction records. The task is: describe an organic reaction: reactants, conditions, products, and yield Reactants: ClCCCCBr, Cl, Cl, [Na+], [OH-], O, N=C(N)SCc1cccnc1. Yields the product ClCCCCSCc1cccnc1. RXN SMILES: [Br:16][CH2:17][CH2:18][CH2:19][CH2:20][Cl:21].[ClH:3].[ClH:4].[Na+:2].[OH-:1].[OH2:22].[n:5]1[cH:6][c:7]([CH2:11][S:12][C:13](=[NH:14])[NH2:15])[cH:8][cH:9][cH:10]1>>[n:5]1[cH:6][c:7]([CH2:11][S:12][CH2:13][CH2:18][CH2:19][CH2:20][Cl:21])[cH:8][cH:9][cH:10]1. Starting materials: Cl.C1(=CC=CC=C1)C(OC1CCN(CC1)CCC(=O)OCC)C1=CC=CC=C1 (ethyl 4-(diphenylmethoxy)-1-piperidinepropionate hydrochloride). Solvent: CO (methanol), [OH-].[Na+] (sodium hydroxide). Yields the product Cl.C1(=CC=CC=C1)C(OC1CCN(CC1)CCC(=O)O)C1=CC=CC=C1 (4-(Diphenylmethoxy)-1-piperidinepropionic acid hydrochloride). Isolated yield 88.1%. Reaction SMILES: [ClH:1].[C:2]1([CH:8]([C:23]2[CH:28]=[CH:27][CH:26]=[CH:25][CH:24]=2)[O:9][CH:10]2[CH2:15][CH2:14][N:13]([CH2:16][CH2:17][C:18]([O:20]CC)=[O:19])[CH2:12][CH2:11]2)[CH:7]=[CH:6][CH:5]=[CH:4][CH:3]=1>CO.[OH-].[Na+]>[ClH:1].[C:23]1([CH:8]([C:2]2[CH:3]=[CH:4][CH:5]=[CH:6][CH:7]=2)[O:9][CH:10]2[CH2:15][CH2:14][N:13]([CH2:16][CH2:17][C:18]([OH:20])=[O:19])[CH2:12][CH2:11]2)[CH:24]=[CH:25][CH:26]=[CH:27][CH:28]=1 |f:0.1,3.4,5.6|. Procedure details: A mixture of 3.22 g of ethyl 4-(diphenylmethoxy)-1-piperidinepropionate hydrochloride in 30 ml of methanol and 12.0 ml of 2N sodium hydroxide aqueous solution was refluxed for 1 hour and concentrated. Water was added to the residue and made acidic with hydrochloric acid. The precipitate was collected by filtration and recrystallized from water to give 2.64 g of colorless needles, mp 183°~185° C. Starting materials: ClC=1C2=C(N=CN1)CN(CC2)C2=NC=CC=C2Cl (4-chloro-7-(3-chloropyridin-2-yl)-5,6,7,8-tetrahydropyrido[3,4-d]pyrimidine), C1(=CC=CC=C1)CCN (2-phenylethanamine). Solvent: C(C)#N (acetonitrile). Run at temperature 180 celsius. Yields the product ClC=1C(=NC=CC1)N1CC=2N=CN=C(C2CC1)NCCC1=CC=CC=C1 (7-(3-Chloropyridin-2-yl)-5,6,7,8-tetrahydro-N-phenethylpyrido[3,4-d]pyrimidin-4-amine). The yield is 57.7%. As a reaction SMILES: Cl[C:2]1[C:3]2[CH2:11][CH2:10][N:9]([C:12]3[C:17]([Cl:18])=[CH:16][CH:15]=[CH:14][N:13]=3)[CH2:8][C:4]=2[N:5]=[CH:6][N:7]=1.[C:19]1([CH2:25][CH2:26][NH2:27])[CH:24]=[CH:23][CH:22]=[CH:21][CH:20]=1>C(#N)C>[Cl:18][C:17]1[C:12]([N:9]2[CH2:10][CH2:11][C:3]3[C:2]([NH:27][CH2:26][CH2:25][C:19]4[CH:24]=[CH:23][CH:22]=[CH:21][CH:20]=4)=[N:7][CH:6]=[N:5][C:4]=3[CH2:8]2)=[N:13][CH:14]=[CH:15][CH:16]=1. Procedure details: A mixture of 4-chloro-7-(3-chloropyridin-2-yl)-5,6,7,8-tetrahydropyrido[3,4-d]pyrimidine (0.025 g, 0.09 mmol) and 2-phenylethanamine (0.065 mL, 0.51 mmol)) in acetonitrile (1 mL) was heated in a sealed tube via microwave (Emrys Optimizer model, Personal Chemistry) to 180° C. for 10 min. The reaction mixture was cooled to r.t. and concentrated to dryness. The residue was purified by silica gel chromatography using a gradient of ethyl acetate:hexane (0-100%) to give the desired compound as a white... Reactants: CCO, CCN(C(C)C)C(C)C, Cc1cnc(Cl)nc1Cl, CCCC(N)c1cccnc1. Yields the product CCCC(Nc1nc(Cl)ncc1C)c1cccnc1. RXN SMILES: [CH3:30][CH2:31][OH:32].[CH:21]([N:22]([CH:23]([CH3:24])[CH3:25])[CH2:26][CH3:27])([CH3:28])[CH3:29].[Cl:12][c:13]1[n:14][cH:15][c:16]([CH3:20])[c:17]([Cl:19])[n:18]1.[n:1]1[cH:2][c:3]([CH:7]([CH2:8][CH2:9][CH3:10])[NH2:11])[cH:4][cH:5][cH:6]1>>[n:1]1[cH:2][c:3]([CH:7]([CH2:8][CH2:9][CH3:10])[NH:11][c:17]2[c:16]([CH3:20])[cH:15][n:14][c:13]([Cl:12])[n:18]2)[cH:4][cH:5][cH:6]1. The reactants are [BH4-], Cc1cc(C(=O)N(C)c2ccccc2-c2ccco2)ccc1C#N, CO, [Co+2], N, [Na+], O, O, O, O, O, O. The product is Cc1cc(C(=O)N(C)c2ccccc2-c2ccco2)ccc1CN. As a reaction SMILES: [BH4-:25].[C:1](#[N:2])[c:3]1[c:4]([CH3:24])[cH:5][c:6]([C:7](=[O:8])[N:9]([CH3:10])[c:11]2[c:12](-[c:17]3[o:18][cH:19][cH:20][cH:21]3)[cH:13][cH:14][cH:15][cH:16]2)[cH:22][cH:23]1.[CH3:28][OH:29].[Co+2:36].[NH3:27].[Na+:26].[OH2:30].[OH2:31].[OH2:32].[OH2:33].[OH2:34].[OH2:35]>>[CH2:1]([NH2:2])[c:3]1[c:4]([CH3:24])[cH:5][c:6]([C:7](=[O:8])[N:9]([CH3:10])[c:11]2[c:12](-[c:17]3[o:18][cH:19][cH:20][cH:21]3)[cH:13][cH:14][cH:15][cH:16]2)[cH:22][cH:23]1.